This data is from the Open Reaction Database (ORD), a public repository of structured organic reaction records. The task is: describe an organic reaction: reactants, conditions, products, and yield Starting materials: CC1=C(N2C(S1)=NC=C2C(CC(C2=CC=CC=C2)O)=O)C (1-(2,3-Dimethylimidazo[2,1-b]thiazol-5-yl)-3-hydroxy-3-phenyl-1-propanone), [H-].C(C(C)C)[Al+]CC(C)C (diisobutylaluminum hydride). The solvent is C1(=CC=CC=C1)C (toluene). Product: CC1=C(N2C(S1)=NC=C2C(CC(O)C2=CC=CC=C2)O)C (1-(2,3-Dimethylimidazo[2,1-b]thiazol-5-yl)-3-phenyl-1,3-propanediol). RXN SMILES: [CH3:1][C:2]1[S:6][C:5]2=[N:7][CH:8]=[C:9]([C:10](=[O:20])[CH2:11][CH:12]([OH:19])[C:13]3[CH:18]=[CH:17][CH:16]=[CH:15][CH:14]=3)[N:4]2[C:3]=1[CH3:21].[H-].C([Al+]CC(C)C)C(C)C>C1(C)C=CC=CC=1>[CH3:1][C:2]1[S:6][C:5]2=[N:7][CH:8]=[C:9]([CH:10]([OH:20])[CH2:11][CH:12]([C:13]3[CH:14]=[CH:15][CH:16]=[CH:17][CH:18]=3)[OH:19])[N:4]2[C:3]=1[CH3:21] |f:1.2|. Procedure details: 1-(2,3-Dimethylimidazo[2,1-b]thiazol-5-yl)-3-hydroxy-3-phenyl-1-propanone (Formula R-3, X=H), 0.08 g, in toluene (10 mL) was treated with 1M diisobutylaluminum hydride (1.0 mL) and reacted for 1.25 hours. The solution was quenched into 5% citric acid, the mixture was extracted with ethyl acetate and the citric acid solution was neutralized with NaOH. Extraction of product from the neutralized solution gave pure 1-(2,3-Dimethylimidazo[2,1-b]thiazol-5-yl)-3-phenyl-1,3-propanediol (Formula R-4, X=H... The reactants are [Li]CCCC, CN, CCOCC, CC(C)[O-], CC(C)[O-], CC(C)[O-], CC(C)[O-], CC(C)[Si](OCc1cscn1)(C(C)C)C(C)C, [Ti+4]. Yields the product CNCc1nc(CO[Si](C(C)C)(C(C)C)C(C)C)cs1. As a reaction SMILES: [CH2:18]([Li:19])[CH2:20][CH2:21][CH3:22].[CH3:23][NH2:24].[CH3:25][CH2:26][O:27][CH2:28][CH3:29].[CH3:30][CH:31]([CH3:32])[O-:33].[CH3:35][CH:36]([CH3:37])[O-:38].[CH3:39][CH:40]([CH3:41])[O-:42].[CH3:43][CH:44]([CH3:45])[O-:46].[CH:1]([CH3:2])([CH3:3])[Si:4]([O:5][CH2:6][c:7]1[n:8][cH:9][s:10][cH:11]1)([CH:12]([CH3:13])[CH3:14])[CH:15]([CH3:16])[CH3:17].[Ti+4:34]>>[CH:1]([CH3:2])([CH3:3])[Si:4]([O:5][CH2:6][c:7]1[n:8][c:9]([CH2:18][NH:24][CH3:23])[s:10][cH:11]1)([CH:12]([CH3:13])[CH3:14])[CH:15]([CH3:16])[CH3:17]. Starting materials: crude product, O.O.O.[F-].C(CCC)[N+](CCCC)(CCCC)CCCC (tetrabutyl ammonium fluoride trihydrate), [Cr](=O)(=O)([O-])O[Cr](=O)(=O)[O-].[NH+]1=CC=CC=C1.[NH+]1=CC=CC=C1 (pyridinium dichromate), O (Water), [Cl-].[NH4+] (ammonium chloride), O1CCCC1 (tetrahydrofuran). The solvent is CN(C=O)C (dimethylformamide). Reaction conditions: time 4 hour. The product is ClC=1C(CC(C1)(O)CCC(CCCC(C)C)C)=O (2-chloro-4 -(3,7-dimethyloctyl)-4-hydroxy-2-cyclopentenone). Yield: 40.0%. As a reaction SMILES: [OH2:1].[OH2:2].O.[F-].[CH2:5]([N+](CCCC)(CCCC)CCCC)CCC.[Cl-:22].[NH4+].[Cr](O[Cr]([O-])(=O)=O)([O-])(=O)=O.[NH+]1[CH:38]=[CH:37][CH:36]=[CH:35][CH:34]=1.[NH+]1[CH:44]=[CH:43][CH:42]=[CH:41][CH:40]=1.O.O1[CH2:50][CH2:49][CH2:48][CH2:47]1>CN(C)C=O>[Cl:22][C:35]1[C:36](=[O:2])[CH2:37][C:38]([CH2:47][CH2:48][CH:49]([CH3:50])[CH2:40][CH2:41][CH2:42][CH:43]([CH3:44])[CH3:5])([OH:1])[CH:34]=1 |f:0.1.2.3.4,5.6,7.8.9|. Procedure: 50 mg of 3-t-butyldimethylsilyloxy-2-chloro-5-(3,7-dimethyloctyl)-5-hydroxycyclopentene obtained in (1) above was dissolved in 1 ml of tetrahydrofuran, and 200 mg of tetrabutyl ammonium fluoride trihydrate was added. The mixture was stirred for 4 hours. A saturated aqueous solution of ammonium chloride was added, and the mixture was extracted with ethyl acetate. The organic layer was washed with an aqueous solution of sodium chloride, and dried over anhydrous magnesium sulfate. After filtration ... Starting materials: O=C([O-])O, CS(C)=O, [Na+], COC(=O)Cc1ccccc1. Yields the product COC(=O)C(CO)c1ccccc1. As a reaction SMILES: [C:1]([O-:2])(=[O:3])[OH:4].[CH3:17][S:18]([CH3:19])=[O:20].[Na+:5].[c:6]1([CH2:12][C:13](=[O:14])[O:15][CH3:16])[cH:7][cH:8][cH:9][cH:10][cH:11]1>>[CH2:1]([OH:2])[CH:12]([c:6]1[cH:7][cH:8][cH:9][cH:10][cH:11]1)[C:13](=[O:14])[O:15][CH3:16]. The reactants are CN(C)CC#C (N,N-Dimethylpropargylamine), C(C)(C)NC(C)C (diisopropylamine), IC1=CC=C(C=C1)\C(=C/COC1=CC(=C(OCC(=O)OC)C=C1)C)\C1=CC=C(C=C1)C(F)(F)F (methyl (Z)-[4-[3-(4-iodophenyl)-3-(4-trifluoromethylphenyl)allyloxy]-2-methylphenoxy]acetate). The reagents and catalysts are [Cu]I (copper(I) iodide), Cl[Pd]([P](C1=CC=CC=C1)(C2=CC=CC=C2)C3=CC=CC=C3)([P](C4=CC=CC=C4)(C5=CC=CC=C5)C6=CC=CC=C6)Cl (bis(triphenylphosphine)palladium(II) dichloride). Solvent: O1CCCC1 (tetrahydrofuran). Run at time 20 hour. The product is CC1=C(OCC(=O)OC)C=CC(=C1)OC\C=C(\C1=CC=C(C=C1)C(F)(F)F)/C1=CC=C(C=C1)C#CCN(C)C (methyl (E)-[2-methyl-4-[3-[4-[3-(N,N-dimethylamino)propynyl]phenyl]-3-(4-trifluoromethylphenyl)allyloxy]phenoxy]acetate). Reaction SMILES: [CH3:1][N:2]([CH2:4][C:5]#[CH:6])[CH3:3].C(NC(C)C)(C)C.I[C:15]1[CH:20]=[CH:19][C:18](/[C:21](/[C:38]2[CH:43]=[CH:42][C:41]([C:44]([F:47])([F:46])[F:45])=[CH:40][CH:39]=2)=[CH:22]\[CH2:23][O:24][C:25]2[CH:36]=[CH:35][C:28]([O:29][CH2:30][C:31]([O:33][CH3:34])=[O:32])=[C:27]([CH3:37])[CH:26]=2)=[CH:17][CH:16]=1>O1CCCC1.[Cu]I.Cl[Pd](Cl)([P](C1C=CC=CC=1)(C1C=CC=CC=1)C1C=CC=CC=1)[P](C1C=CC=CC=1)(C1C=CC=CC=1)C1C=CC=CC=1>[CH3:37][C:27]1[CH:26]=[C:25]([O:24][CH2:23]/[CH:22]=[C:21](\[C:18]2[CH:17]=[CH:16][C:15]([C:6]#[C:5][CH2:4][N:2]([CH3:3])[CH3:1])=[CH:20][CH:19]=2)/[C:38]2[CH:43]=[CH:42][C:41]([C:44]([F:47])([F:46])[F:45])=[CH:40][CH:39]=2)[CH:36]=[CH:35][C:28]=1[O:29][CH2:30][C:31]([O:33][CH3:34])=[O:32] |^1:57,76|. Reported procedure: N,N-Dimethylpropargylamine (0.11 mL, 1.03 mmol) and diisopropylamine (0.34 mL, 2.42 mmol) were added to a solution of methyl (Z)-[4-[3-(4-iodophenyl)-3-(4-trifluoromethylphenyl)allyloxy]-2-methylphenoxy]acetate (300 mg, 0.515 mmol; example 4) in tetrahydrofuran (10 mL). The mixture was degassed and copper(I) iodide (8 mg, 0.042 mmol) and bis(triphenylphosphine)palladium(II) dichloride (18 mg, 0.026 mmol) were added. The reaction mixture was stirred at ambient temperature for 20 h and evaporated ... As a reaction SMILES: [F:1][C:2]1[C:16]([CH2:17][NH:18][C:19](=[O:25])[O:20][C:21]([CH3:24])([CH3:23])[CH3:22])=[CH:15][C:5]2[N:6]([CH:9]3[CH2:14][CH2:13][CH2:12][CH2:11][O:10]3)[CH:7]=[N:8][C:4]=2[CH:3]=1.[H-].[Na+].[CH3:28]I>C1COCC1>[F:1][C:2]1[C:16]([CH2:17][N:18]([CH3:28])[C:19](=[O:25])[O:20][C:21]([CH3:22])([CH3:24])[CH3:23])=[CH:15][C:5]2[N:6]([CH:9]3[CH2:14][CH2:13][CH2:12][CH2:11][O:10]3)[CH:7]=[N:8][C:4]=2[CH:3]=1 |f:1.2|. Yield: 82.1%. The reactants are [H-].[Na+] (NaH), FC1=CC2=C(N(C=N2)C2OCCCC2)C=C1CNC(OC(C)(C)C)=O (tert-butyl (5-fluoro-1-(tetrahydro-2H-pyran-2-yl)-1H-benzo[d]imidazol-6-yl)methylcarbamate), CI (CH3I). Procedure details: To a mixture of tert-butyl (5-fluoro-1-(tetrahydro-2H-pyran-2-yl)-1H-benzo[d]imidazol-6-yl)methylcarbamate (200 mg, 0.57 mmol) in anhydrous THF (2 mL) cooled to −60° C. was added NaH (60% in mineral oil, 21.6 mg, 0.9 mmol). After stirring at −60° C. for 30 min, CH3I (127 mg, 0.9 mmol) was added, followed by stirring at RT overnight. The reaction mixture was filtered and concentrated in vacuo. The residue was purified by SiO2 chromatography eluting with petroleum ether/EtOAc (3:1) to afford tert-... Product: FC1=CC2=C(N(C=N2)C2OCCCC2)C=C1CN(C(OC(C)(C)C)=O)C (tert-butyl (5-fluoro-1-(tetrahydro-2H-pyran-2-yl)-1H-benzo[d]imidazol-6-yl)methyl(methyl)carbamate). Solvent: C1CCOC1 (THF). Reaction conditions: temperature -60 celsius, time 30 minute. Starting materials: ClC=1N=C(C2=C(N1)C=C(S2)CN2CCN(CC2)C(C(=O)N)(C)C)N2CCOCC2 (2-(4-((2-chloro-4-morpholinothieno[3,2-d]pyrimidin-6-yl)methyl)piperazin-1-yl)-2-methylpropanamide), CC1(OB(OC1(C)C)C1=CN=CC2=CC=CC=C12)C (4-(4,4,5,5-tetramethyl-1,3,2-dioxaborolan-2-yl)isoquinoline). Product: C1=NC=C(C2=CC=CC=C12)C=1N=C(C2=C(N1)C=C(S2)CN2CCN(CC2)C(C(=O)N)(C)C)N2CCOCC2 (2-(4-((2-(isoquinolin-4-yl)-4-morpholinothieno[3,2-d]pyrimidin-6-yl)methyl)piperazin-1-yl)-2-methylpropanamide). As a reaction SMILES: Cl[C:2]1[N:3]=[C:4]([N:24]2[CH2:29][CH2:28][O:27][CH2:26][CH2:25]2)[C:5]2[S:10][C:9]([CH2:11][N:12]3[CH2:17][CH2:16][N:15]([C:18]([CH3:23])([CH3:22])[C:19]([NH2:21])=[O:20])[CH2:14][CH2:13]3)=[CH:8][C:6]=2[N:7]=1.CC1(C)C(C)(C)OB([C:38]2[C:47]3[C:42](=[CH:43][CH:44]=[CH:45][CH:46]=3)[CH:41]=[N:40][CH:39]=2)O1>>[CH:41]1[C:42]2[C:47](=[CH:46][CH:45]=[CH:44][CH:43]=2)[C:38]([C:2]2[N:3]=[C:4]([N:24]3[CH2:29][CH2:28][O:27][CH2:26][CH2:25]3)[C:5]3[S:10][C:9]([CH2:11][N:12]4[CH2:17][CH2:16][N:15]([C:18]([CH3:23])([CH3:22])[C:19]([NH2:21])=[O:20])[CH2:14][CH2:13]4)=[CH:8][C:6]=3[N:7]=2)=[CH:39][N:40]=1. Procedure: Following General Procedure A for Suzuki coupling, 2-(4-((2-chloro-4-morpholinothieno[3,2-d]pyrimidin-6-yl)methyl)piperazin-1-yl)-2-methylpropanamide and 4-(4,4,5,5-tetramethyl-1,3,2-dioxaborolan-2-yl)isoquinoline were reacted to give 160. LCMS: M+H+=532.2.